Task: describe an organic reaction: reactants, conditions, products, and yield. Dataset: the Open Reaction Database (ORD), a public repository of structured organic reaction records Reactants: Cl (HCl), COC1=C(CN2C(CCC2=O)=O)C=CC(=C1)OC (1-(2,4-dimethoxy-benzyl)-pyrrolidine-2,5-dione), COC(=O)C1=NC=CC=C1C(=O)OC (pyridine-2,3-dicarboxylic acid dimethyl ester), [H-].[Na+] (sodium hydride), [H-].[Na+] (NaH). The solvent is CCOCC (ether), O1CCCC1 (tetrahydrofuran), CO (methanol). Run at temperature 80 celsius, time 8 hour. The product is COC1=C(CN2C(C=3C(=C4C=CC=NC4=C(C3C2=O)O)O)=O)C=CC(=C1)OC (7-(2,4-dimethoxy-benzyl)-5,9-dihydroxy-pyrrolo[3,4-g]quinoline-6,8-dione). Yield: 51.6%. RXN SMILES: [CH3:1][O:2][C:3]1[CH:16]=[C:15]([O:17][CH3:18])[CH:14]=[CH:13][C:4]=1[CH2:5][N:6]1[C:10](=[O:11])[CH2:9][CH2:8][C:7]1=[O:12].C[O:20][C:21]([C:23]1[C:28]([C:29](OC)=[O:30])=[CH:27][CH:26]=[CH:25][N:24]=1)=O.[H-].[Na+].Cl>O1CCCC1.CCOCC.CO>[CH3:1][O:2][C:3]1[CH:16]=[C:15]([O:17][CH3:18])[CH:14]=[CH:13][C:4]=1[CH2:5][N:6]1[C:7](=[O:12])[C:8]2[C:21]([OH:20])=[C:23]3[C:28]([CH:27]=[CH:26][CH:25]=[N:24]3)=[C:29]([OH:30])[C:9]=2[C:10]1=[O:11] |f:2.3|. Procedure details: To 1-(2,4-dimethoxy-benzyl)-pyrrolidine-2,5-dione 299 (1.4 g, 5.6 mmol) and pyridine-2,3-dicarboxylic acid dimethyl ester (1.13 g, 5.8 mmol) dissolved in tetrahydrofuran (60 ml) and methanol (7.0 ml) was added a 60% dispersion of sodium hydride in mineral oil (NaH, 492 mg, 12.3 mmol). The reaction mixture was warmed to 80° C. and kept at 80° C. with stirring overnight. The reaction mixture was placed in an ice bath and titrated to a pH of 4 with 1 M HCl. 200 ml of ether was added and the resulti... The reactants are C(C1=CC=CC=C1)OC(=O)N1CCC(CC1)C(=O)NNC(C)=O (4-(N′-acetyl-hydrazinocarbonyl)-piperidine-1-carboxylic acid benzyl ester), O=P(Cl)(Cl)Cl (phosphoroxychloride). The solvent is C(C)#N (acetonitril). Run at time 1 hour. The product is C(C1=CC=CC=C1)OC(=O)N1CCC(CC1)C=1OC(=NN1)C (4-(5-Methyl-[1,3,4]oxadiazol-2-yl)-piperidine-1-carboxylic acid benzyl ester). Yield: 89.6%. As a reaction SMILES: [CH2:1]([O:8][C:9]([N:11]1[CH2:16][CH2:15][CH:14]([C:17]([NH:19][NH:20][C:21](=[O:23])[CH3:22])=O)[CH2:13][CH2:12]1)=[O:10])[C:2]1[CH:7]=[CH:6][CH:5]=[CH:4][CH:3]=1.O=P(Cl)(Cl)Cl>C(#N)C>[CH2:1]([O:8][C:9]([N:11]1[CH2:12][CH2:13][CH:14]([C:17]2[O:23][C:21]([CH3:22])=[N:20][N:19]=2)[CH2:15][CH2:16]1)=[O:10])[C:2]1[CH:3]=[CH:4][CH:5]=[CH:6][CH:7]=1. Reported procedure: A suspension of 2.00 g (6.26 mmol) of 4-(N′-acetyl-hydrazinocarbonyl)-piperidine-1-carboxylic acid benzyl ester in 30 ml acetonitril was treated at RT with 0.69 ml (7.51 mmol) of phosphoroxychloride. The suspension was stirred 1 h at RT and the refluxed for 2 h, evaporated, dissolved in CH2Cl2 and neutralized with aqueous saturated NaHCO3 solution. The aqueous phase was extracted with CH2Cl2 (2×). The organic phase was dried (Na2SO4) and and evaporated to give after flash silica gel column (EtOA...